Dataset: the Open Reaction Database (ORD), a public repository of structured organic reaction records. Task: describe an organic reaction: reactants, conditions, products, and yield The reactants are O=C([O-])[O-], COS(=O)(=O)OC, CN(C)C=O, Cl, [K+], [K+], Oc1ccc2cc(O)ccc2c1. Yields the product COc1ccc2cc(O)ccc2c1. RXN SMILES: [C:1](=[O:2])([O-:3])[O-:4].[CH3:19][O:20][S:21]([O:22][CH3:23])(=[O:24])=[O:25].[CH3:27][N:28]([CH3:29])[CH:30]=[O:31].[ClH:26].[K+:5].[K+:6].[OH:7][c:8]1[cH:9][c:10]2[cH:11][cH:12][c:13]([OH:18])[cH:14][c:15]2[cH:16][cH:17]1>>[CH3:1][O:7][c:8]1[cH:9][c:10]2[cH:11][cH:12][c:13]([OH:18])[cH:14][c:15]2[cH:16][cH:17]1. The reactants are C(#N)C=1C=C(C=CC1OC1=C(C=C(C=C1)C1=CC(=CC=C1)C(F)(F)F)C1=CN=NC=C1)S(=O)(=O)N(C1=NC=NS1)CC1=C(C=C(C=C1)OC)OC (3-Cyano-N-(2,4-dimethoxybenzyl)-4-{[3-pyridazin-4-yl-3′-(trifluoromethyl)biphenyl-4-yl]oxy}-N-1,2,4-thiadiazol-5-ylbenzenesulfonamide). The solvent is solution, Cl (hydrogen chloride), O1CCOCC1 (1,4-dioxane). Conditions: time 18 hour. The product is C(#N)C=1C=C(C=CC1OC1=C(C=C(C=C1)C1=CC(=CC=C1)C(F)(F)F)C1=CN=NC=C1)S(=O)(=O)NC1=NC=NS1 (3-Cyano-4-{[3-pyridazin-4-yl-3′-(trifluoromethyl)biphenyl-4-yl]oxy}-N-1,2,4-thiadiazol-5-ylbenzenesulfonamide). Yield: 25.2%. Reaction SMILES: [C:1]([C:3]1[CH:4]=[C:5]([S:32]([N:35](CC2C=CC(OC)=CC=2OC)[C:36]2[S:40][N:39]=[CH:38][N:37]=2)(=[O:34])=[O:33])[CH:6]=[CH:7][C:8]=1[O:9][C:10]1[CH:15]=[CH:14][C:13]([C:16]2[CH:21]=[CH:20][CH:19]=[C:18]([C:22]([F:25])([F:24])[F:23])[CH:17]=2)=[CH:12][C:11]=1[C:26]1[CH:31]=[CH:30][N:29]=[N:28][CH:27]=1)#[N:2]>Cl.O1CCOCC1>[C:1]([C:3]1[CH:4]=[C:5]([S:32]([NH:35][C:36]2[S:40][N:39]=[CH:38][N:37]=2)(=[O:33])=[O:34])[CH:6]=[CH:7][C:8]=1[O:9][C:10]1[CH:15]=[CH:14][C:13]([C:16]2[CH:21]=[CH:20][CH:19]=[C:18]([C:22]([F:25])([F:23])[F:24])[CH:17]=2)=[CH:12][C:11]=1[C:26]1[CH:31]=[CH:30][N:29]=[N:28][CH:27]=1)#[N:2]. Procedure details: 3-Cyano-N-(2,4-dimethoxybenzyl)-4-{[3-pyridazin-4-yl-3′-(trifluoromethyl)biphenyl-4-yl]oxy}-N-1,2,4-thiadiazol-5-ylbenzenesulfonamide (Preparation 20, 386 mg, 0.52 mmol) was dissolved in a 4M solution of hydrogen chloride in 1,4-dioxane (13 mL) and stirred at room temperature for 18 hours. The reaction was concentrated in vacuo and purified using silica gel column chromatography (1% acetic acid in dichloromethane to 10% methanol and 1% acetic acid in dichloromethane gradient elution) followed by...